Dataset: the Open Reaction Database (ORD), a public repository of structured organic reaction records. Task: describe an organic reaction: reactants, conditions, products, and yield The reactants are O=C([O-])[O-], CN(C)C=O, ClC(Cl)Cl, O=[N+]([O-])c1ccc(F)c(F)c1, [K+], [K+], OC1CCNCC1. Product: O=[N+]([O-])c1ccc(N2CCC(O)CC2)c(F)c1. RXN SMILES: [C:12](=[O:13])([O-:14])[O-:15].[CH3:25][N:26]([CH3:27])[CH:28]=[O:29].[CH:30]([Cl:31])([Cl:32])[Cl:33].[F:1][c:2]1[cH:3][c:4]([N+:9](=[O:10])[O-:11])[cH:5][cH:6][c:7]1[F:8].[K+:16].[K+:17].[OH:18][CH:19]1[CH2:20][CH2:21][NH:22][CH2:23][CH2:24]1>>[F:1][c:2]1[cH:3][c:4]([N+:9](=[O:10])[O-:11])[cH:5][cH:6][c:7]1[N:22]1[CH2:21][CH2:20][CH:19]([OH:18])[CH2:24][CH2:23]1. Starting materials: C(C)(C)(C)OC(=O)N1CCC(CC1)(C)CC#N (4-cyanomethyl-4-methylpiperidine-1-carboxylic acid tert-butyl ester), [H][H] (hydrogen). Reagents/catalysts: [Rh] (Rh/Al2O3). Solvent: C(C)O (ethanol), C(C)O (ethanol), N (NH3), O (water). Run at time 18 hour. Product: C(C)(C)(C)OC(=O)N1CCC(CC1)(C)CCN (4-(2-aminoethyl)-4-methylpiperidine-1-carboxylic acid tert-butyl ester). Yield: 49.5%. Reaction SMILES: [C:1]([O:5][C:6]([N:8]1[CH2:13][CH2:12][C:11]([CH2:15][C:16]#[N:17])([CH3:14])[CH2:10][CH2:9]1)=[O:7])([CH3:4])([CH3:3])[CH3:2].[H][H]>O.C(O)C.N.[Rh]>[C:1]([O:5][C:6]([N:8]1[CH2:13][CH2:12][C:11]([CH2:15][CH2:16][NH2:17])([CH3:14])[CH2:10][CH2:9]1)=[O:7])([CH3:4])([CH3:3])[CH3:2]. Reported procedure: To 5% Rh/Al2O3 (0.600 g) suspended in water (2 mL) is added ethanol (5 mL), 4-cyanomethyl-4-methylpiperidine-1-carboxylic acid tert-butyl ester (0.258 g, 1.083 mmol) dissolved in ethanol (10 mL) and 28% NH3 (aq) (0.25 mL). The reaction mixture is subjected to 50 psi hydrogen gas and stirred at room temperature for 18 hours. The reaction mixture is filtered to remove the catalyst, then the filtrate is concentrated and chromatographed on silica gel, eluting with 0-10% (2 M NH3 in MeOH) in dichloro... Reactants: C(C)OC1=C(C(=O)OC)C=C(C=C1)[N+](=O)[O-] (Methyl 2-ethoxy-5-nitrobenzoate), NO (hydroxylamine). Run in CO (MeOH). Reaction conditions: time 8 hour. The product is C(C)OC1=C(C(=O)NO)C=C(C=C1)[N+](=O)[O-] (2-ethoxy-5-nitro-N-hydroxybenzamide). RXN SMILES: [CH2:1]([O:3][C:4]1[CH:13]=[CH:12][C:11]([N+:14]([O-:16])=[O:15])=[CH:10][C:5]=1[C:6](OC)=[O:7])[CH3:2].[NH2:17][OH:18]>CO>[CH2:1]([O:3][C:4]1[CH:13]=[CH:12][C:11]([N+:14]([O-:16])=[O:15])=[CH:10][C:5]=1[C:6]([NH:17][OH:18])=[O:7])[CH3:2]. Procedure details: Methyl 2-ethoxy-5-nitrobenzoate (6.099 g, 26.99 mmol) and 50% wt/v aqueous hydroxylamine (40 ml) were taken up in MeOH (100 ml) and stirred at RT overnight. The resulting precipitated yellow solid was collected by filtration, washed with IPA and dried in vacuo. The filtrate was evaporated in vacuo and the residue was triturated with IPA (25 ml). The solid that didn't dissolve was filtered off, washed with a minimum quantity of IPA and dried in vacuo. The two crops of solid were suspended in H2O ... Reactants: N1C=C(C2=CC=CC=C12)C(CN)C (2-(1H-indol-3-yl)propylamine), C(C(=O)C)(=O)OCC (ethyl pyruvate). Yields the product CC1CNC=C(C=2NC=3C=CC=CC3C21)C(=O)OCC (ethyl 1-methyl-1,2,3,6-tetrahydroazepino[4,5-b]indole-5-carboxylate). As a reaction SMILES: [NH:1]1[C:9]2[C:4](=[CH:5][CH:6]=[CH:7][CH:8]=2)[C:3]([CH:10]([CH3:13])[CH2:11][NH2:12])=[CH:2]1.[C:14]([O:19][CH2:20][CH3:21])(=[O:18])[C:15]([CH3:17])=O>>[CH3:13][CH:10]1[C:3]2[C:4]3[CH:5]=[CH:6][CH:7]=[CH:8][C:9]=3[NH:1][C:2]=2[C:15]([C:14]([O:19][CH2:20][CH3:21])=[O:18])=[CH:17][NH:12][CH2:11]1. Procedure details: In a manner similar to Example 1, the title compound was prepared from 2-(1H-indol-3-yl)propylamine and ethyl pyruvate. MS(ESI): 271 (MH+). The reactants are C(C1=CC=CC=C1)(=O)C(C(=O)OCC)=CC1=CC=C(C=C1)O (ethyl 2-benzoyl-3-(4-hydroxyphenyl)propenoate). The reagents and catalysts are [Ti](Cl)(Cl)(Cl)Cl (titanium tetrachloride). The solvent is C(Cl)Cl (CH2Cl2). Reaction conditions: time 8 hour. The product is OC1=CC=C(C=C1)C1C(C(C2=CC=CC=C12)=O)C(=O)OCC (Ethyl(2RS,3SR)-3-(4-Hydroxyphenyl)-1-oxoindane-2-carboxylate). Yield: 81.4%. Reaction SMILES: [C:1]([C:9](=[CH:15][C:16]1[CH:21]=[CH:20][C:19]([OH:22])=[CH:18][CH:17]=1)[C:10]([O:12][CH2:13][CH3:14])=[O:11])(=[O:8])[C:2]1[CH:7]=[CH:6][CH:5]=[CH:4][CH:3]=1>C(Cl)Cl.[Ti](Cl)(Cl)(Cl)Cl>[OH:22][C:19]1[CH:20]=[CH:21][C:16]([CH:15]2[C:3]3[C:2](=[CH:7][CH:6]=[CH:5][CH:4]=3)[C:1](=[O:8])[CH:9]2[C:10]([O:12][CH2:13][CH3:14])=[O:11])=[CH:17][CH:18]=1. Procedure: To a mixture of ethyl 2-benzoyl-3-(4-hydroxyphenyl)propenoate (0.50 g, 1.7 mmol) in CH2Cl2 (15 ml) at 0° C. under an argon atmosphere was added titanium tetrachloride (0.93 ml, 8.3 mmol). The resulting mixture was allowed to stir at room temperature overnight. The reaction was slowly quenched with 3M HCl, then partitioned between EtOAc (50 ml) and 3M HCl. The aqueous phase was extracted with EtOAc, and the combined organic extracts were washed successively with H2O and saturated aqueous NaCl, an... Starting materials: CS(=O)(=O)C1=CC=C(C=N1)OC=1C=C2C=C(NC2=C(C1)OC1CCOCC1)C=1SC(CN1)CC(=O)O ({2-[5-{[6-(methylsulfonyl)pyridin-3-yl]oxy}-7-(tetrahydro-2H-pyran-4-yloxy)-1H-indol-2-yl]-4,5-dihydro-1,3-thiazol-5-yl}acetic acid), O.ON1N=NC2=C1C=CC=C2 (1-hydroxybenzotriazole monohydrate), Cl.C(C)N=C=NCCCN(C)C (1-ethyl-3-(3-dimethylaminopropyl)carbodiimide hydrochloride), CC1(COC1)CN (1-(3-methyloxetan-3-yl)methanamine). The solvent is CCCCCC (hexane), O (Water), C(C)(=O)OCC (ethyl acetate), CN(C=O)C (N,N-dimethylformamide). Conditions: time 15 hour. Yields the product CC1(COC1)CNC(CC1CN=C(S1)C=1NC2=C(C=C(C=C2C1)OC=1C=NC(=CC1)S(=O)(=O)C)OC1CCOCC1)=O (N-[(3-Methyloxetan-3-yl)methyl]-2-{2-[5-{[6-(methylsulfonyl)pyridin-3-yl]oxy}-7-(tetrahydro-2H-pyran-4-yloxy)-1H-indol-2-yl]-4,5-dihydro-1,3-thiazol-5-yl}acetamide). Yield: 61.1%. As a reaction SMILES: [CH3:1][S:2]([C:5]1[N:10]=[CH:9][C:8]([O:11][C:12]2[CH:13]=[C:14]3[C:18](=[C:19]([O:21][CH:22]4[CH2:27][CH2:26][O:25][CH2:24][CH2:23]4)[CH:20]=2)[NH:17][C:16]([C:28]2[S:29][CH:30]([CH2:33][C:34](O)=[O:35])[CH2:31][N:32]=2)=[CH:15]3)=[CH:7][CH:6]=1)(=[O:4])=[O:3].O.ON1C2C=CC=CC=2N=N1.Cl.C(N=C=NCCCN(C)C)C.[CH3:60][C:61]1([CH2:65][NH2:66])[CH2:64][O:63][CH2:62]1>CN(C)C=O.CCCCCC.C(OCC)(=O)C.O>[CH3:60][C:61]1([CH2:65][NH:66][C:34](=[O:35])[CH2:33][CH:30]2[S:29][C:28]([C:16]3[NH:17][C:18]4[C:14]([CH:15]=3)=[CH:13][C:12]([O:11][C:8]3[CH:9]=[N:10][C:5]([S:2]([CH3:1])(=[O:4])=[O:3])=[CH:6][CH:7]=3)=[CH:20][C:19]=4[O:21][CH:22]3[CH2:23][CH2:24][O:25][CH2:26][CH2:27]3)=[N:32][CH2:31]2)[CH2:64][O:63][CH2:62]1 |f:1.2,3.4|. Procedure: To a solution of {2-[5-{[6-(methylsulfonyl)pyridin-3-yl]oxy}-7-(tetrahydro-2H-pyran-4-yloxy)-1H-indol-2-yl]-4,5-dihydro-1,3-thiazol-5-yl}acetic acid (150 mg) in N,N-dimethylformamide (5 mL) were added 1-hydroxybenzotriazole monohydrate (65 mg), 1-ethyl-3-(3-dimethylaminopropyl)carbodiimide hydrochloride (81 mg), and 1-(3-methyloxetan-3-yl)methanamine (57 mg), and the mixture was stirred at room temperature for 15 hr. Water was added to the reaction mixture, and the mixture was extracted with eth... The reactants are CN1CCNCC1 (N-methyl piperazine), O (water), [N+](=O)([O-])C=1C=C(C2=C(OCCO2)C1)C(=O)O (7-nitro-1,4-benzodioxane-5-carboxylic acid), CC(=O)C (acetone). Run in C(C)N(CC)CC (triethylamine). Run at temperature 10 celsius. Yields the product CN1CCN(CC1)C(=O)C1=CC(=CC=2OCCOC21)[N+](=O)[O-] (5-[(4-methyl-1-piperazinyl)-carbonyl]-7-nitro-1,4-benzodioxane). Isolated yield 66.8%. Reaction SMILES: O.[N+:2]([C:5]1[CH:6]=[C:7]([C:15]([OH:17])=O)[C:8]2[O:13][CH2:12][CH2:11][O:10][C:9]=2[CH:14]=1)([O-:4])=[O:3].CC(C)=O.[CH3:22][N:23]1[CH2:28][CH2:27][NH:26][CH2:25][CH2:24]1>C(N(CC)CC)C>[CH3:22][N:23]1[CH2:28][CH2:27][N:26]([C:15]([C:7]2[C:8]3[O:13][CH2:12][CH2:11][O:10][C:9]=3[CH:14]=[C:5]([N+:2]([O-:4])=[O:3])[CH:6]=2)=[O:17])[CH2:25][CH2:24]1. Reported procedure: 22 ml of water, 22.5 g of 7-nitro-1,4-benzodioxane-5-carboxylic acid, 65 ml of acetone and 10.5 g of triethylamine were introduced into a 250 ml balloon flask provided with an agitator and a thermometer. The mixture was cooled to 10° C. and then 14 g of isobutyl chloroformiate was added. The mixture was agitated and the temperature allowed to rise. The oily compound formed was cooled to 20° C., 11 g of N-methyl piperazine was added and then the mixture was agitated, allowing the temperature to r...